Task: describe an organic reaction: reactants, conditions, products, and yield. Dataset: the Open Reaction Database (ORD), a public repository of structured organic reaction records Starting materials: BrN1C(CCC1=O)=O (N-bromo succinimide), C1(=CC=CC=C1)P(C1=CC=CC=C1)C1=CC=CC=C1 (triphenyl phosphine), C1(CCCC1)OC([C@H](CCO)NC(=O)OC(C)(C)C)=O ((S)-2-tert-butoxycarbonylamino-4-hydroxy-butyric acid cyclopentyl ester), N1=CC=CC=C1 (Pyridine). Solvent: C(Cl)Cl (DCM), C(Cl)Cl (DCM), C(Cl)Cl (DCM). Conditions: time 5 minute. Product: C1(CCCC1)OC([C@H](CCBr)NC(=O)OC(C)(C)C)=O ((S)-4-Bromo-2-tert-butoxycarbonylamino -butyric acid cyclopentyl ester). Yield: 83.7%. RXN SMILES: [Br:1]N1C(=O)CCC1=O.C1(P(C2C=CC=CC=2)C2C=CC=CC=2)C=CC=CC=1.N1C=CC=CC=1.[CH:34]1([O:39][C:40](=[O:53])[C@@H:41]([NH:45][C:46]([O:48][C:49]([CH3:52])([CH3:51])[CH3:50])=[O:47])[CH2:42][CH2:43]O)[CH2:38][CH2:37][CH2:36][CH2:35]1>C(Cl)Cl>[CH:34]1([O:39][C:40](=[O:53])[C@@H:41]([NH:45][C:46]([O:48][C:49]([CH3:52])([CH3:51])[CH3:50])=[O:47])[CH2:42][CH2:43][Br:1])[CH2:38][CH2:37][CH2:36][CH2:35]1. Reported procedure: To a slurry of N-bromo succinimide (1.86 g, 10.4 mmol) in DCM (16.2 ml) was added a solution of triphenyl phosphine (2.56 g, 9.74 mmol) in DCM (7.2 ml). The solution was stirred for a further 5 minutes after addition. Pyridine (338 μl, 4.18 mmol) was added, followed by a solution of (S)-2-tert-butoxycarbonylamino-4-hydroxy-butyric acid cyclopentyl ester (1.0 g, 3.48 mmol) in DCM (8.8 ml). The solution was stirred for 18 hrs, concentrated in vacuo and the residual solvent azeotroped with toluene ...